Dataset: the Open Reaction Database (ORD), a public repository of structured organic reaction records. Task: describe an organic reaction: reactants, conditions, products, and yield The reactants are O=C(N=C=S)c1ccccc1, CCO, Nc1cnccn1. Yields the product NC(=S)Nc1cnccn1. RXN SMILES: [C:8](=[O:9])([c:10]1[cH:11][cH:12][cH:13][cH:14][cH:15]1)[N:16]=[C:17]=[S:18].[CH3:19][CH2:20][OH:21].[NH2:1][c:2]1[n:3][cH:4][cH:5][n:6][cH:7]1>>[NH:1]([c:2]1[n:3][cH:4][cH:5][n:6][cH:7]1)[C:17]([NH2:16])=[S:18]. The product is CC(C)(C)OC(=O)N1CCC(C(CCCCl)C(=O)O)CC1. RXN SMILES: [CH2:32]1[O:33][CH2:34][CH2:35][CH2:36]1.[CH3:27][CH2:28][O:29][CH2:30][CH3:31].[Cl:3][CH2:4][CH2:5][CH2:6][CH:7]([C:8](=[O:9])[O:10][CH2:11][CH3:12])[CH:13]1[CH2:14][CH2:15][N:16]([C:19](=[O:20])[O:21][C:22]([CH3:23])([CH3:24])[CH3:25])[CH2:17][CH2:18]1.[Na+:2].[OH-:1].[OH2:26]>>[Cl:3][CH2:4][CH2:5][CH2:6][CH:7]([C:8](=[O:9])[OH:10])[CH:13]1[CH2:14][CH2:15][N:16]([C:19](=[O:20])[O:21][C:22]([CH3:23])([CH3:24])[CH3:25])[CH2:17][CH2:18]1. Starting materials: C1CCOC1, CCOCC, CCOC(=O)C(CCCCl)C1CCN(C(=O)OC(C)(C)C)CC1, [Na+], [OH-], O. Procedure: For purification of the organofluorine product, a cell-free extract (15 ml) was prepared as described before and incubated with ATP (5 mM), MgCl2 (15 mM), L-methionine (0.2 mM), potassium fluoride (10 mM) for one day at 26° C. After that time the biotransformation mixture was heated at 90° C. for 10 minutes and denatured protein was removed by centrifugation. The supernatant was lyophilised the resultant powder was dissolved in H2O (2 ml) and remaining solids were removed by centrifugation. The ... As a reaction SMILES: P(O[CH2:14][C@H:15]1[O:19][C@@H:18]([N:20]2[C:29]3[N:28]=[CH:27][N:26]=[C:24]([NH2:25])[C:23]=3[N:22]=[CH:21]2)[C@H:17]([OH:30])[C@@H:16]1[OH:31])(OP(OP(O)(O)=O)(O)=O)(=O)O.[Mg+2].[Cl-].[Cl-].N[C@H](C(O)=O)CCSC.[F-:44].[K+]>>[F:44][CH2:14][C@H:15]1[O:19][C@@H:18]([N:20]2[C:29]3[N:28]=[CH:27][N:26]=[C:24]([NH2:25])[C:23]=3[N:22]=[CH:21]2)[C@H:17]([OH:30])[C@@H:16]1[OH:31] |f:1.2.3,5.6|. The reactants are P(O)(=O)(OP(=O)(O)OP(=O)(O)O)OC[C@@H]1[C@H]([C@H]([C@@H](O1)N1C=NC=2C(N)=NC=NC12)O)O (ATP), [Mg+2].[Cl-].[Cl-] (MgCl2), N[C@@H](CCSC)C(=O)O (L-methionine), [F-].[K+] (potassium fluoride). Run at temperature 90 celsius. Product: FC[C@@H]1[C@H]([C@H]([C@@H](O1)N1C=NC=2C(N)=NC=NC12)O)O (5′-fluoro-5′-deoxyadenosine). Procedure details: 2-Chloro-6-fluoro-4-(1-(tetrahydro-2H-pyran-2-yl)-1H-pyrazol-5-yl)benzonitrile (1.09 g, 3.55 mmol) was stirred with 10% HCl (g)/EtOH-solution (50 ml) at room temperature for 1 h. Reaction mixture was poured into water (50 ml) and made slightly alkaline with saturated NaHCO3 solution. Thus resulting precipitate was filtered, washed with water and dried in vacuum to obtain 0.74 g (94%) of the title compound. 1H-NMR (400 MHz; d6-DMSO): δ 7.06 (d, 1H), 7.94 (dd, 1H), 8.05 (m, 1H), 13.4 (bs, 1H). The product is ClC1=C(C#N)C(=CC(=C1)C1=CC=NN1)F (2-chloro-6-fluoro-4-(1H-pyrazol-5-yl)benzonitrile). Reactants: ClC1=C(C#N)C(=CC(=C1)C1=CC=NN1C1OCCCC1)F (2-Chloro-6-fluoro-4-(1-(tetrahydro-2H-pyran-2-yl)-1H-pyrazol-5-yl)benzonitrile), Cl (HCl), CCO (EtOH), C(=O)(O)[O-].[Na+] (NaHCO3). As a reaction SMILES: [Cl:1][C:2]1[CH:9]=[C:8]([C:10]2[N:14](C3CCCCO3)[N:13]=[CH:12][CH:11]=2)[CH:7]=[C:6]([F:21])[C:3]=1[C:4]#[N:5].Cl.CCO.C([O-])(O)=O.[Na+]>O>[Cl:1][C:2]1[CH:9]=[C:8]([C:10]2[NH:14][N:13]=[CH:12][CH:11]=2)[CH:7]=[C:6]([F:21])[C:3]=1[C:4]#[N:5] |f:3.4|. The yield is 94.1%. Run in O (water). The reactants are C1=NC(=CC2=CC=CC=C12)NC(OC[C@H](C[C@H](COP(=O)(OC(C)(C)C)OC(C)(C)C)O)N(C(=O)NCC1=C(C(=CC=C1)F)Cl)C)=O ((2S,4R)-2-(3-(2-chloro-3-fluorobenzyl)-1-methylureido)-5-(di-tert-butoxyphosphoryloxy)-4-hydroxypentyl isoquinolin-3-ylcarbamate), Cl (HCl). Run in CO (MeOH). Conditions: time 30 minute. The product is C1=NC(=CC2=CC=CC=C12)NC(OC[C@H](C[C@H](COP(=O)(O)O)O)N(C(=O)NCC1=C(C(=CC=C1)F)Cl)C)=O ((2S,4R)-2-(3-(2-chloro-3-fluorobenzyl)-1-methylureido)-4-hydroxy-5-(phosphonooxy)pentyl isoquinolin-3-ylcarbamate). Reaction SMILES: [CH:1]1[C:10]2[C:5](=[CH:6][CH:7]=[CH:8][CH:9]=2)[CH:4]=[C:3]([NH:11][C:12](=[O:47])[O:13][CH2:14][C@@H:15]([N:33]([CH3:46])[C:34]([NH:36][CH2:37][C:38]2[CH:43]=[CH:42][CH:41]=[C:40]([F:44])[C:39]=2[Cl:45])=[O:35])[CH2:16][C@@H:17]([OH:32])[CH2:18][O:19][P:20]([O:27]C(C)(C)C)([O:22]C(C)(C)C)=[O:21])[N:2]=1.Cl>CO>[CH:1]1[C:10]2[C:5](=[CH:6][CH:7]=[CH:8][CH:9]=2)[CH:4]=[C:3]([NH:11][C:12](=[O:47])[O:13][CH2:14][C@@H:15]([N:33]([CH3:46])[C:34]([NH:36][CH2:37][C:38]2[CH:43]=[CH:42][CH:41]=[C:40]([F:44])[C:39]=2[Cl:45])=[O:35])[CH2:16][C@@H:17]([OH:32])[CH2:18][O:19][P:20]([OH:27])([OH:22])=[O:21])[N:2]=1. Reported procedure: To a solution of the above crude (2S,4R)-2-(3-(2-chloro-3-fluorobenzyl)-1-methylureido)-5-(di-tert-butoxyphosphoryloxy)-4-hydroxypentyl isoquinolin-3-ylcarbamate in MeOH (8 mL) at 0° C. was added conc. HCl (12 N, 8 mL, 20 equiv.) dropwise. The mixture was stirred for 30 min and concentrated. The residue was dissolved in 50 mL H2O. Aqueous NaOH solution (1 N) was added to adjusted the PH to 3˜4. EtOAc (50 mL) was then added. The mixture was stirred at RT for 1 h. The white solid was then filtered... Reactants: Brc1ccc(-c2ccccc2)cc1, [Li]CCCC, CCCCCC, C[Si](C)(Cl)CCl, C1CCOC1. Product: C[Si](C)(CCl)c1ccc(-c2ccccc2)cc1. RXN SMILES: [Br:1][c:2]1[cH:3][cH:4][c:5](-[c:8]2[cH:9][cH:10][cH:11][cH:12][cH:13]2)[cH:6][cH:7]1.[CH2:14]([Li:15])[CH2:16][CH2:17][CH3:18].[CH3:30][CH2:31][CH2:32][CH2:33][CH2:34][CH3:35].[Cl:19][Si:20]([CH3:21])([CH3:22])[CH2:23][Cl:24].[O:25]1[CH2:26][CH2:27][CH2:28][CH2:29]1>>[c:2]1([Si:20]([CH3:21])([CH3:22])[CH2:23][Cl:24])[cH:3][cH:4][c:5](-[c:8]2[cH:9][cH:10][cH:11][cH:12][cH:13]2)[cH:6][cH:7]1. The reactants are OCCOC1=C(C=CC(=C1)OC)C1C(C(C2=CC=C(C=C12)OCCC)C1=CC2=C(C=C1)OCO2)C(=O)O (3-[2-(2-hydroxyeth-1-yloxy)4-methoxyphenyl]-1-(3,4-methylendioxyphenyl)-5-propoxyindane-2-carboxylic acid), C(CN)N (ethylene diamine), C1(=CC=CC=C1)C (toluene), OCCOC1=C(C=CC(=C1)OC)C1C(C(C2=CC=C(C=C12)OC(C)C)C1=CC2=C(C=C1)OCO2)C(=O)O (3-[2-(2-hydroxyeth-1-yloxy)-4-methoxyphenyl]-1-(3,4-methylendioxyphenyl)-5-(prop-2-yloxy)indane-2-carboxylic acid). Run in CC(C)O (2-propanol), CC(C)O (2-propanol). Reaction conditions: time 15 minute. Product: 91.6, C(CN)N.OC(C)OC1=C(C=CC(=C1)OC)[C@H]1[C@@H]([C@H](C2=CC=C(C=C12)OCCC)C1=CC2=C(C=C1)OCO2)C(=O)O ((+)(1S, 2R, 3S)-3-[2-(2-Hydroxyeth-2-yloxy)4-methoxyphenyl]-1-(3,4 methylenedioxyphenyl)-5-(prop-1-yloxy)indane-2-carboxylic acid ethylene diamine salt). The yield is 87.0%. As a reaction SMILES: [OH:1]CCOC1C=C(OC)C=CC=1C1C2C(=CC=C(OCCC)C=2)C(C2C=CC3OCOC=3C=2)C1C(O)=O.[C:38]1([CH3:44])C=CC=C[CH:39]=1.O[CH2:46][CH2:47][O:48][C:49]1[CH:54]=[C:53]([O:55][CH3:56])[CH:52]=[CH:51][C:50]=1[CH:57]1[C:65]2[C:60](=[CH:61][CH:62]=[C:63]([O:66]C(C)C)[CH:64]=2)[CH:59]([C:70]2[CH:75]=[CH:74][C:73]3[O:76][CH2:77][O:78][C:72]=3[CH:71]=2)[CH:58]1[C:79]([OH:81])=[O:80].[CH2:82]([NH2:85])[CH2:83][NH2:84]>CC(O)C>[CH2:82]([NH2:85])[CH2:83][NH2:84].[OH:1][CH:47]([O:48][C:49]1[CH:54]=[C:53]([O:55][CH3:56])[CH:52]=[CH:51][C:50]=1[C@@H:57]1[C:65]2[C:60](=[CH:61][CH:62]=[C:63]([O:66][CH2:39][CH2:38][CH3:44])[CH:64]=2)[C@H:59]([C:70]2[CH:75]=[CH:74][C:73]3[O:76][CH2:77][O:78][C:72]=3[CH:71]=2)[C@H:58]1[C:79]([OH:81])=[O:80])[CH3:46] |f:5.6|. Procedure: An analytical sample could be obtained by concentration of the toluene in vacuo and recrystallization from 2-propanol. m.p. 125-127° C. A toluene solution of (+)(1S,2R,3S)]-3-[2-(2-hydroxyeth-1-yloxy)-4-methoxyphenyl]-1-(3,4-methylendioxyphenyl)-5-(prop-2-yloxy)indane-2-carboxylic acid (868.8 g@11.2% wt/wt, 192.5 mmol) was concentrated under reduced pressure to a volume of approximately 200 mL. Distillation was discontinued and 2-propanol (500 mL) added to the concentrate. The organic solution w... Reactants: C1CCOC1, CC(C)=CCBr, CC(C)[N-]C(C)C, CCOC(C)=O, Cc1cc(Cl)nc(Cl)n1, [Li+], O. The product is CC(C)=CCCc1cc(Cl)nc(Cl)n1. As a reaction SMILES: [CH2:25]1[O:26][CH2:27][CH2:28][CH2:29]1.[CH3:18][C:19](=[CH:20][CH2:21][Br:22])[CH3:23].[CH3:2][CH:3]([N-:4][CH:5]([CH3:6])[CH3:7])[CH3:8].[CH3:30][CH2:31][O:32][C:33](=[O:34])[CH3:35].[Cl:9][c:10]1[n:11][c:12]([CH3:17])[cH:13][c:14]([Cl:16])[n:15]1.[Li+:1].[OH2:24]>>[Cl:9][c:10]1[n:11][c:12]([CH2:17][CH2:21][CH:20]=[C:19]([CH3:18])[CH3:23])[cH:13][c:14]([Cl:16])[n:15]1.